The task is: describe an organic reaction: reactants, conditions, products, and yield. This data is from the Open Reaction Database (ORD), a public repository of structured organic reaction records. Reactants: COC(=O)CCCBr, O=C([O-])[O-], CC(C)=O, Clc1ccc(OC2CCNCC2)cc1Cl, [I-], [K+], [K+], [Na+]. Product: COC(=O)CCCN1CCC(Oc2ccc(Cl)c(Cl)c2)CC1. RXN SMILES: [Br:24][CH2:25][CH2:26][CH2:27][C:28](=[O:29])[O:30][CH3:31].[C:16](=[O:17])([O-:18])[O-:19].[CH3:32][C:33](=[O:34])[CH3:35].[Cl:1][c:2]1[cH:3][c:4]([O:5][CH:6]2[CH2:7][CH2:8][NH:9][CH2:10][CH2:11]2)[cH:12][cH:13][c:14]1[Cl:15].[I-:23].[K+:20].[K+:21].[Na+:22]>>[Cl:1][c:2]1[cH:3][c:4]([O:5][CH:6]2[CH2:7][CH2:8][N:9]([CH2:25][CH2:26][CH2:27][C:28](=[O:29])[O:30][CH3:31])[CH2:10][CH2:11]2)[cH:12][cH:13][c:14]1[Cl:15]. The reactants are ClS(=O)(=O)C=1C=C(C(=O)OCC)C=CC1 (ethyl 3-(chlorosulfonyl)benzoate), FC1=C(N)C=CC=C1 (2-fluoroaniline). Run in C(C)(=O)OCC (ethyl acetate), CN(C(C)=O)C (N,N-dimethylacetamide). Conditions: time 1 hour. Yields the product FC1=C(C=CC=C1)NS(=O)(=O)C=1C=C(C(=O)OCC)C=CC1 (ethyl 3-{[(2-fluorophenyl)amino]sulfonyl}benzoate). As a reaction SMILES: Cl[S:2]([C:5]1[CH:6]=[C:7]([CH:13]=[CH:14][CH:15]=1)[C:8]([O:10][CH2:11][CH3:12])=[O:9])(=[O:4])=[O:3].[F:16][C:17]1[CH:23]=[CH:22][CH:21]=[CH:20][C:18]=1[NH2:19]>CN(C)C(=O)C.C(OCC)(=O)C>[F:16][C:17]1[CH:23]=[CH:22][CH:21]=[CH:20][C:18]=1[NH:19][S:2]([C:5]1[CH:6]=[C:7]([CH:13]=[CH:14][CH:15]=1)[C:8]([O:10][CH2:11][CH3:12])=[O:9])(=[O:4])=[O:3]. Procedure: To ethyl 3-(chlorosulfonyl)benzoate (1 g, 4.02 mmol) in N,N-dimethylacetamide (13.4 mL) was added 2-fluoroaniline (1.551 mL, 16.08 mmol) dropwise over 1 minute at room temperature. The mixture was stirred at room temperature for 1 hour and then diluted with ethyl acetate (35 mL). The organic solution was washed with 1 N HCl (2×13 mL) and saturated NaCl (13 mL). The organic layer was concentrated, ethanol (38 mL) was added to the reside, and the mixture was concentrated to give ethyl 3-{[(2-fluor... Reactants: solid, Cl.Cl.Cl.O1CCC=2C(=NC=CC21)N2CCN(CC2)CC[C@@H]2CC[C@H](CC2)N (trans-4-{2-[4-(2,3-dihydrofuro[3,2-c]pyridin-4-yl)-piperazin-1-yl]-ethyl}-cyclohexanamine trihydrochloride), Cl.Cl.Cl.O1CCC=2C(=NC=CC21)N2CCN(CC2)CC[C@@H]2CC[C@H](CC2)N (trans-4-{2-[4-(2,3-dihydrofuro[3,2-c]pyridin-4-yl)-piperazin-1-yl]-ethyl}-cyclohexanamine trihydrochloride), FC1=CC=C(C=C1)S(=O)(=O)Cl (4-fluoro-benzene-1-sulfonyl chloride). Product: O1CCC=2C(=NC=CC21)N2CCN(CC2)CC[C@@H]2CC[C@H](CC2)NS(=O)(=O)C2=CC=C(C=C2)F (trans-N-(4-{2-[4-(2,3-Dihydro-furo[3,2-c]pyridin-4-yl)-piperazin-1-yl]-ethyl}-cyclohexyl)-4-fluoro-benzenesulfonamide). RXN SMILES: Cl.Cl.Cl.[O:4]1[C:12]2[CH:11]=[CH:10][N:9]=[C:8]([N:13]3[CH2:18][CH2:17][N:16]([CH2:19][CH2:20][C@H:21]4[CH2:26][CH2:25][C@H:24]([NH2:27])[CH2:23][CH2:22]4)[CH2:15][CH2:14]3)[C:7]=2[CH2:6][CH2:5]1.[F:28][C:29]1[CH:34]=[CH:33][C:32]([S:35](Cl)(=[O:37])=[O:36])=[CH:31][CH:30]=1>>[O:4]1[C:12]2[CH:11]=[CH:10][N:9]=[C:8]([N:13]3[CH2:18][CH2:17][N:16]([CH2:19][CH2:20][C@H:21]4[CH2:26][CH2:25][C@H:24]([NH:27][S:35]([C:32]5[CH:33]=[CH:34][C:29]([F:28])=[CH:30][CH:31]=5)(=[O:37])=[O:36])[CH2:23][CH2:22]4)[CH2:15][CH2:14]3)[C:7]=2[CH2:6][CH2:5]1 |f:0.1.2.3|. Procedure details: The title compound, light yellow solid (109 mg, 89%), MS (ISP) m/z=489.4 [(M+H)+], mp 221° C., was prepared in accordance with the general method of example 48 from trans-4-{2-[4-(2,3-dihydrofuro[3,2-c]pyridin-4-yl)-piperazin-1-yl]-ethyl}-cyclohexanamine trihydrochloride (intermediate C) (110 mg, 0.25 mmol) and 4-fluoro-benzene-1-sulfonyl chloride. Reaction SMILES: [CH3:18][OH:19].[Li+:3].[OH-:2].[OH2:17].[OH2:1].[c:4]1([CH:10]2[CH:11]([C:12](=[O:13])[O:14][CH3:15])[O:16]2)[cH:5][cH:6][cH:7][cH:8][cH:9]1>>[c:4]1([CH:10]2[CH:11]([C:12](=[O:13])[OH:14])[O:16]2)[cH:5][cH:6][cH:7][cH:8][cH:9]1. Yields the product O=C(O)C1OC1c1ccccc1. The reactants are CO, [Li+], [OH-], O, O, COC(=O)C1OC1c1ccccc1. The reactants are C(C)(=O)C=1C=C(C(=NC1C)Cl)C#N (5-acetyl-2-chloro-3-cyano-6-methyl-pyridine), N (NH3). Run in O1CCCC1 (tetrahydrofuran). Run at temperature 80 celsius. The product is C(C)(=O)C=1C=C(C(=NC1C)N)C#N (5-Acetyl-2-amino-3-cyano-6-methyl-pyridine). As a reaction SMILES: [C:1]([C:4]1[CH:5]=[C:6]([C:12]#[N:13])[C:7](Cl)=[N:8][C:9]=1[CH3:10])(=[O:3])[CH3:2].[NH3:14]>O1CCCC1>[C:1]([C:4]1[CH:5]=[C:6]([C:12]#[N:13])[C:7]([NH2:14])=[N:8][C:9]=1[CH3:10])(=[O:3])[CH3:2]. Procedure details: 40 g (0.21 mol) of 5-acetyl-2-chloro-3-cyano-6-methyl-pyridine are dissolved in 800 ml of tetrahydrofuran, 200 ml of concentrated aqueous NH3 solution are added, and the mixture is heated at 80° C. in a stirred autoclave for two hours. After cooling, the mixture is concentrated and filtered, and the filter cake is extracted by boiling in acetonitrile and is filtered with suction.